Dataset: the Open Reaction Database (ORD), a public repository of structured organic reaction records. Task: describe an organic reaction: reactants, conditions, products, and yield The reactants are CN1N=CC(=C1)B1OC(C(O1)(C)C)(C)C (1-methyl-4-(4,4,5,5-tetramethyl-1,3,2-dioxaborolan-2-yl)-1H-pyrazole), BrC=1C=C2C(=NC1)N(C=C2)S(=O)(=O)C2=CC=CC=C2 (5-bromo-1-(phenylsulfonyl)-1H-pyrrolo[2,3-b]pyridine), C([O-])([O-])=O.[Na+].[Na+] (sodium carbonate). Reagents/catalysts: C=1C=CC(=CC1)[P](C=2C=CC=CC2)(C=3C=CC=CC3)[Pd]([P](C=4C=CC=CC4)(C=5C=CC=CC5)C=6C=CC=CC6)([P](C=7C=CC=CC7)(C=8C=CC=CC8)C=9C=CC=CC9)[P](C=1C=CC=CC1)(C=1C=CC=CC1)C=1C=CC=CC1 (Pd(Ph3P)4). The solvent is O1CCOCC1 (dioxane). Reaction conditions: temperature 100 celsius, time 2 hour. The product is CN1N=CC(=C1)C=1C=C2C(=NC1)N(C=C2)S(=O)(=O)C2=CC=CC=C2 (5-(1-methyl-1H-pyrazol-4-yl)-1-(phenylsulfonyl)-1H-pyrrolo[2,3-b]pyridine). Reaction SMILES: [CH3:1][N:2]1[CH:6]=[C:5](B2OC(C)(C)C(C)(C)O2)[CH:4]=[N:3]1.Br[C:17]1[CH:18]=[C:19]2[CH:25]=[CH:24][N:23]([S:26]([C:29]3[CH:34]=[CH:33][CH:32]=[CH:31][CH:30]=3)(=[O:28])=[O:27])[C:20]2=[N:21][CH:22]=1.C(=O)([O-])[O-].[Na+].[Na+]>O1CCOCC1.C1C=CC([P]([Pd]([P](C2C=CC=CC=2)(C2C=CC=CC=2)C2C=CC=CC=2)([P](C2C=CC=CC=2)(C2C=CC=CC=2)C2C=CC=CC=2)[P](C2C=CC=CC=2)(C2C=CC=CC=2)C2C=CC=CC=2)(C2C=CC=CC=2)C2C=CC=CC=2)=CC=1>[CH3:1][N:2]1[CH:6]=[C:5]([C:17]2[CH:18]=[C:19]3[CH:25]=[CH:24][N:23]([S:26]([C:29]4[CH:30]=[CH:31][CH:32]=[CH:33][CH:34]=4)(=[O:27])=[O:28])[C:20]3=[N:21][CH:22]=2)[CH:4]=[N:3]1 |f:2.3.4,^1:50,52,71,90|. Procedure: To a degassed (sparging with argon for 5 minutes), stirred solution of 1-methyl-4-(4,4,5,5-tetramethyl-1,3,2-dioxaborolan-2-yl)-1H-pyrazole (0.617 g, 2.97 mmol) and 5-bromo-1-(phenylsulfonyl)-1H-pyrrolo[2,3-b]pyridine (1.00 g, 2.97 mmol) in dioxane (12.0 ml) was added Pd(Ph3P)4 (0.171 g, 0.148 mmol), followed by a degassed aqueous solution of sodium carbonate (4.45 ml, 8.90 mmol). The reaction mixture was stirred under nitrogen at 100° C. for 2 h. The reaction mixture was cooled to room temperat... Reactants: C1CCNC1, C1CCOC1, COC(=O)c1cc(Cl)ccn1, CCOC(C)=O, [Cl-], [Cl-], Cl, [Mg+2]. The product is O=C(c1cc(Cl)ccn1)N1CCCC1. As a reaction SMILES: [CH2:15]1[CH2:16][CH2:17][NH:18][CH2:19]1.[CH2:21]1[O:22][CH2:23][CH2:24][CH2:25]1.[CH3:1][O:2][C:3](=[O:4])[c:5]1[n:6][cH:7][cH:8][c:9]([Cl:11])[cH:10]1.[CH3:26][CH2:27][O:28][C:29](=[O:30])[CH3:31].[Cl-:12].[Cl-:14].[ClH:20].[Mg+2:13]>>[C:3](=[O:4])([c:5]1[n:6][cH:7][cH:8][c:9]([Cl:11])[cH:10]1)[N:18]1[CH2:17][CH2:16][CH2:15][CH2:19]1.